From a dataset of the Open Reaction Database (ORD), a public repository of structured organic reaction records. describe an organic reaction: reactants, conditions, products, and yield Reactants: [N+](=O)([O-])C=1N(C=CN1)CC(O)CN1CCCCC1 (2-nitro-α-(piperidino)methyl-1-imidazole-ethanol), Cl (hydrogen chloride). Solvent: C(C)O (ethanol). Yields the product Cl.[N+](=O)([O-])C=1N(C=CN1)CC(O)CN1CCCCC1 (2-nitro-α-(piperidino)methyl-1-imidazole-ethanol hydrochloride). As a reaction SMILES: [N+:1]([C:4]1[N:5]([CH2:9][CH:10]([CH2:12][N:13]2[CH2:18][CH2:17][CH2:16][CH2:15][CH2:14]2)[OH:11])[CH:6]=[CH:7][N:8]=1)([O-:3])=[O:2].[ClH:19]>C(O)C>[ClH:19].[N+:1]([C:4]1[N:5]([CH2:9][CH:10]([CH2:12][N:13]2[CH2:18][CH2:17][CH2:16][CH2:15][CH2:14]2)[OH:11])[CH:6]=[CH:7][N:8]=1)([O-:3])=[O:2] |f:3.4|. Procedure: 1.27 g of 2-nitro-α-(piperidino)methyl-1-imidazole-ethanol were dissolved in 25 ml of warm ethanol and treated with a small excess of anhydrous ethereal hydrogen chloride. The mixture was then allowed to cool and crystallize for several hours. There were obtained 1.4 g of 2-nitro-α-(piperidino)methyl-1-imidazole-ethanol hydrochloride in the form of a very pale cream colored microcrystalline solid identical with the product prepared as described in Example 3(b). The product is O[C@@H]1CC2=CC[C@H]3[C@@H]4CC=C[C@@]4(C)CC[C@@H]3[C@]2(CC1)C (3β-hydroxy-androsta-5,16-diene). Reaction SMILES: [Na].[OH:2][C@H:3]1[CH2:20][CH2:19][C@@:18]2([CH3:21])[C:5](=[CH:6][CH2:7][C@@H:8]3[C@@H:17]2[CH2:16][CH2:15][C@@:13]2([CH3:14])[C@H:9]3[CH2:10][CH:11]=[C:12]2I)[CH2:4]1.C(O)C>O>[OH:2][C@H:3]1[CH2:20][CH2:19][C@@:18]2([CH3:21])[C:5](=[CH:6][CH2:7][C@@H:8]3[C@@H:17]2[CH2:16][CH2:15][C@@:13]2([CH3:14])[C@H:9]3[CH2:10][CH:11]=[CH:12]2)[CH2:4]1 |^1:0|. Reactants: [Na] (sodium), [Na] (sodium), O[C@@H]1CC2=CC[C@H]3[C@@H]4CC=C([C@@]4(C)CC[C@@H]3[C@]2(CC1)C)I (3β-hydroxy-17-iodo androsta-5,16-diene), C(C)O (ethanol). Run in O (water). Procedure details: 125 g. of sodium metal were added in small portions to a stirred solution of 21 g. of 3β-hydroxy-17-iodo androsta-5,16-diene in 1.05 l. of anhydrous ethanol. During the addition the mixture was kept at reflux temperature. After all of the sodium was dissolved the reaction mixture was cooled and water was added. The ethanol was removed by distillation under reduced pressure and the resulting aqueous suspension was extracted with methyl isobutyl ketone. The extract was washed until neutral and con... Reactants: Cl (hydrochloric acid), II (Iodine), [Mg] (magnesium), C(C)(=O)OC1=C(C=CC=C1F)C(CCBr)Br (2-(1,3-dibromopropyl)-6-fluorophenyl acetate). Run in C1CCOC1 (THF), C1CCOC1 (THF). Reaction conditions: time 30 minute. Product: C(C)(=O)OC1=C(C=CC=C1F)C1CC1 (2-cyclopropyl-6-fluorophenyl acetate). Yield: 100.6%. Reaction SMILES: II.[Mg].[C:4]([O:7][C:8]1[C:13]([F:14])=[CH:12][CH:11]=[CH:10][C:9]=1[CH:15](Br)[CH2:16][CH2:17]Br)(=[O:6])[CH3:5].Cl>C1COCC1>[C:4]([O:7][C:8]1[C:13]([F:14])=[CH:12][CH:11]=[CH:10][C:9]=1[CH:15]1[CH2:17][CH2:16]1)(=[O:6])[CH3:5]. Reported procedure: Iodine (catalytic amount) was added to a mixture of magnesium (95.2 mg, 3.96 mmol) and anhydrous THF (2 ml) under a nitrogen atmosphere and the mixture was stirred at room temperature for 30 minutes. Subsequently, a solution of 2-(1,3-dibromopropyl)-6-fluorophenyl acetate (1.17 g, 3.30 mmol) in anhydrous THF (6 ml) was added to the mixture over 10 minutes at 80° C. After the mixture was stirred at 80° C. for 1 hour, the mixture was further stirred at room temperature for 1 hour. The reaction mix... Reactants: NN1C=NC(=C2N3C(N=C12)N(C(N3C)=O)CCN3CCN(CC3)C3=CC=C(C=C3)OCCOC)C=3OC=CC3 (5-amino-8-(2-furyl)-3-[2-[4-[4-(2-methoxyethoxy)phenyl]piperazin-1-yl]ethyl]-1-methyl-[1,2,4]triazolo[5,1-f]purin-2-one), [H-].[Na+] (NaH), CN(C)C=O (DMF), O (water). Run at temperature 21 celsius, time 3 hour. The product is O1C(=CC=C1)C1=C2N3C(N=C2N(C=N1)NC)N(C(N3C)=O)CCN3CCN(CC3)C3=CC=C(C=C3)OCCOC (8-(2-furyl)-3-[2-[4-[4-(2-methoxyethoxy)phenyl]piperazin-1-yl]ethyl]-1-methyl-5-(methylamino)-[1,2,4]triazolo[5,1-f]purin-2-one). As a reaction SMILES: [NH2:1][N:2]1[C:10]2[C:6]([N:7]3[N:13]([CH3:14])[C:12](=[O:15])[N:11]([CH2:16][CH2:17][N:18]4[CH2:23][CH2:22][N:21]([C:24]5[CH:29]=[CH:28][C:27]([O:30][CH2:31][CH2:32][O:33][CH3:34])=[CH:26][CH:25]=5)[CH2:20][CH2:19]4)[CH:8]3[N:9]=2)=[C:5]([C:35]2[O:36][CH:37]=[CH:38][CH:39]=2)[N:4]=[CH:3]1.[H-].[Na+].O.[CH3:43]N(C=O)C>>[O:36]1[CH:37]=[CH:38][CH:39]=[C:35]1[C:5]1[N:4]=[CH:3][N:2]([NH:1][CH3:43])[C:10]2[C:6]=1[N:7]1[N:13]([CH3:14])[C:12](=[O:15])[N:11]([CH2:16][CH2:17][N:18]3[CH2:23][CH2:22][N:21]([C:24]4[CH:25]=[CH:26][C:27]([O:30][CH2:31][CH2:32][O:33][CH3:34])=[CH:28][CH:29]=4)[CH2:20][CH2:19]3)[CH:8]1[N:9]=2 |f:1.2|. Reported procedure: A mixture of 5-amino-8-(2-furyl)-3-[2-[4-[4-(2-methoxyethoxy)phenyl]piperazin-1-yl]ethyl]-1-methyl-[1,2,4]triazolo[5,1-f]purin-2-one (0.1 g, 0.18 mmol) obtained in example 1, NaH (0.043 g, 0.18 mmol) and methyl iodode (0.1 ml, 0.18 mmol)in DMF (2 ml) were stirred at 21° C. for 3 hours. To the reaction mixture water (10 ml) was added and solid obtained was filtered. The crude product was purified by column chromatography to obtain 8-(2-furyl)-3-[2-[4-[4-(2-methoxyethoxy)phenyl]piperazin-1-yl]ethy... Yields the product CNCC1=C(C2=C(C=C1)OCO2)OC (N-methyl-2-methoxy-3,4-methylenedioxybenzylamine). As a reaction SMILES: [CH3:1][O:2][C:3]1[C:10]2[O:11][CH2:12][O:13][C:9]=2[CH:8]=[CH:7][C:4]=1[CH:5]=O.[CH3:14][NH2:15]>CO.[Pd]>[CH3:14][NH:15][CH2:5][C:4]1[CH:7]=[CH:8][C:9]2[O:13][CH2:12][O:11][C:10]=2[C:3]=1[O:2][CH3:1]. Isolated yield 100.0%. Solvent: CO (methanol). The reagents and catalysts are [Pd] (Pd/C). Reactants: COC1=C(C=O)C=CC2=C1OCO2 (2-methoxy-3,4-methylenedioxybenzaldehyde), CN (methylamine). Reported procedure: 5.0 g of 2-methoxy-3,4-methylenedioxybenzaldehyde was suspended in 30 ml of methanol, to which 4.31 g of 40% methylamine aqueous solution (2 equivalent) was added. 59 mg of 5% Pd/C catalyst (0.1 mol %) was added to the obtained reaction mixture and hydrogenation was carried out at ordinary temperature and atmospheric pressure. Absorption of hydrogen was completed in about 2 hours to quantitatively obtain N-methylbenzylamine derivative. The catalyst was filtered out and excessive methylamine, wat... Run at time 2 hour. The reactants are [Si](C)(C)(C(C)(C)C)OCCCCCC(=O)O (6-[(tert-butyldimethylsilyl)oxy]-hexanoic acid), O=S(Cl)Cl (SOCl2). Solvent: C1=CC=CC=C1 (benzene). Yields the product [Si](C)(C)(C(C)(C)C)OCCCCCC(=O)Cl (6-[(tert-butyldimethylsilyl)oxy]-hexanoyl chloride). The yield is 91.9%. Reaction SMILES: [Si:1]([O:8][CH2:9][CH2:10][CH2:11][CH2:12][CH2:13][C:14]([OH:16])=O)([C:4]([CH3:7])([CH3:6])[CH3:5])([CH3:3])[CH3:2].O=S(Cl)[Cl:19]>C1C=CC=CC=1>[Si:1]([O:8][CH2:9][CH2:10][CH2:11][CH2:12][CH2:13][C:14]([Cl:19])=[O:16])([C:4]([CH3:7])([CH3:6])[CH3:5])([CH3:3])[CH3:2]. Reported procedure: A solution of 0.5 g (2.03 mmol) of 6-[(tert-butyldimethylsilyl)oxy]-hexanoic acid in 4 ml of benzene is mixed with 362 mg (3.04 mmol, 1.5 equivalents) of SOCl2 and heated under reflux for 2 hours. It is allowed to cool, and the solvent is distilled off in a rotary evaporator. To remove excess SOCl2 from the reaction mixture, the residue is mixed again with benzene and again distilled off. 494 mg (1.865 mmol, 92%) of the 6-[(tert-butyldimethylsilyl)oxy]-hexanoyl chloride is obtained. This crude p...